The task is: describe an organic reaction: reactants, conditions, products, and yield. This data is from the Open Reaction Database (ORD), a public repository of structured organic reaction records. The reactants are Clc1ccc(-c2c3ccnc(Cl)c3nn2-c2ccccc2Cl)cc1, Cl, [Na+], C1CCOC1, [OH-]. Yields the product Oc1nccc2c(-c3ccc(Cl)cc3)n(-c3ccccc3Cl)nc12. As a reaction SMILES: [Cl:1][c:2]1[n:3][cH:4][cH:5][c:6]2[c:7]1[n:8][n:9](-[c:18]1[c:19]([Cl:24])[cH:20][cH:21][cH:22][cH:23]1)[c:10]2-[c:11]1[cH:12][cH:13][c:14]([Cl:17])[cH:15][cH:16]1.[ClH:27].[Na+:26].[O:28]1[CH2:29][CH2:30][CH2:31][CH2:32]1.[OH-:25]>>[c:2]1([OH:25])[n:3][cH:4][cH:5][c:6]2[c:7]1[n:8][n:9](-[c:18]1[c:19]([Cl:24])[cH:20][cH:21][cH:22][cH:23]1)[c:10]2-[c:11]1[cH:12][cH:13][c:14]([Cl:17])[cH:15][cH:16]1.